This data is from the Open Reaction Database (ORD), a public repository of structured organic reaction records. The task is: describe an organic reaction: reactants, conditions, products, and yield The reactants are N1(CCOCC1)CC1=CC2=C(NC(=N2)C2=NNC=C2N)C=C1 (3-(5-morpholin-4-ylmethyl-1H-benzimidazol-2-yl)-1H-pyrazol-4-ylamine), N1(CCOCC1)C(=O)Cl (morpholine-4-carbonyl chloride), C(C)(C)N(CC)C(C)C (diisopropylethylamine), C1CCOC1 (THF). Run at temperature 0 celsius. Yields the product N1(CCOCC1)N(C(=O)N)C=1C(=NNC1)C1=NC2=C(N1)C=CC(=C2)CN2CCOCC2 (4-morpholinyl-N-[3-(5-morpholin-4-ylmethyl-1H-benzimidazol-2-yl)-1-H-pyrazol-4-yl]-urea). RXN SMILES: [N:1]1([CH2:7][C:8]2[CH:22]=[CH:21][C:11]3[NH:12][C:13]([C:15]4[C:19]([NH2:20])=[CH:18][NH:17][N:16]=4)=[N:14][C:10]=3[CH:9]=2)[CH2:6][CH2:5][O:4][CH2:3][CH2:2]1.[N:23]1(C(Cl)=O)[CH2:28][CH2:27][O:26][CH2:25][CH2:24]1.C([N:35]([CH:38](C)C)CC)(C)C.C1C[O:44]CC1>>[N:23]1([N:20]([C:19]2[C:15]([C:13]3[NH:12][C:11]4[CH:21]=[CH:22][C:8]([CH2:7][N:1]5[CH2:6][CH2:5][O:4][CH2:3][CH2:2]5)=[CH:9][C:10]=4[N:14]=3)=[N:16][NH:17][CH:18]=2)[C:38]([NH2:35])=[O:44])[CH2:24][CH2:25][O:26][CH2:27][CH2:28]1. Procedure details: A mixture of 3-(5-morpholin-4-ylmethyl-1H-benzimidazol-2-yl)-1H-pyrazol-4-ylamine (70 mg, 0.23 mmol), morpholine-4-carbonyl chloride (80 μl, 0.7 mmol) and diisopropylethylamine (170 μl, 0.92 mmol) in THF (2 ml) was stirred at 0° C. and then allowed to warm to room temperature over 16 h. The reaction was quenched by the addition of conc. aq. NH3 and then concentrated in vacuo. The residue was purified through preparative LC/MS to give 4-morpholinyl-N-[3-(5-morpholin-4-ylmethyl-1H-benzimidazol-2-y...